From a dataset of the Open Reaction Database (ORD), a public repository of structured organic reaction records. describe an organic reaction: reactants, conditions, products, and yield Starting materials: CC(C)=O, CCO, Cl, CC1(C)OCC(COc2ccc(F)cc2)O1. Yields the product OCC(O)COc1ccc(F)cc1. RXN SMILES: [CH3:18][C:19](=[O:20])[CH3:21].[CH3:22][CH2:23][OH:24].[ClH:17].[F:1][c:2]1[cH:3][cH:4][c:5]([O:6][CH2:7][CH:8]2[O:9][C:10]([CH3:13])([CH3:14])[O:11][CH2:12]2)[cH:15][cH:16]1>>[F:1][c:2]1[cH:3][cH:4][c:5]([O:6][CH2:7][CH:8]([OH:9])[CH2:12][OH:11])[cH:15][cH:16]1. Reactants: C1CCOC1, CCOC(C)=O, CCCCCC, Nc1ccc(CCC(=O)O)cc1, Cn1ncc(C(=O)Nc2cccc(C(=O)c3ccc4c(c3)NC(=O)C4=CO)c2)c1Cl. The product is Cn1ncc(C(=O)Nc2cccc(C(=O)c3ccc4c(c3)NC(=O)C4=CNc3ccc(CCC(=O)O)cc3)c2)c1Cl. Reaction SMILES: [CH2:31]1[O:32][CH2:33][CH2:34][CH2:35]1.[CH3:48][CH2:49][O:50][C:51]([CH3:52])=[O:53].[CH3:54][CH2:55][CH2:56][CH2:57][CH2:58][CH3:59].[NH2:36][c:37]1[cH:38][cH:39][c:40]([CH2:43][CH2:44][C:45](=[O:46])[OH:47])[cH:41][cH:42]1.[OH:1][CH:2]=[C:3]1[C:4](=[O:30])[NH:5][c:6]2[cH:7][c:8]([C:12](=[O:13])[c:14]3[cH:15][c:16]([NH:20][C:21](=[O:22])[c:23]4[cH:24][n:25][n:26]([CH3:29])[c:27]4[Cl:28])[cH:17][cH:18][cH:19]3)[cH:9][cH:10][c:11]21>>[CH:2](=[C:3]1[C:4](=[O:30])[NH:5][c:6]2[cH:7][c:8]([C:12](=[O:13])[c:14]3[cH:15][c:16]([NH:20][C:21](=[O:22])[c:23]4[cH:24][n:25][n:26]([CH3:29])[c:27]4[Cl:28])[cH:17][cH:18][cH:19]3)[cH:9][cH:10][c:11]21)[NH:36][c:37]1[cH:38][cH:39][c:40]([CH2:43][CH2:44][C:45](=[O:46])[OH:47])[cH:41][cH:42]1. Reactants: C(CCCCCCCCC)OC1=C(C(=O)N)C=CC=C1 (2-Decyloxybenzamide), [B-](F)(F)(F)F.CC[O+](CC)CC (triethyloxonium borofluoride). The solvent is C(Cl)Cl (methylene chloride). Run at time 8 hour. Yields the product C(CCCCCCCCC)OC1=C(C(OCC)=N)C=CC=C1 (ethyl 2-decyloxybenzimidate). Reaction SMILES: [CH2:1]([O:11][C:12]1[CH:20]=[CH:19][CH:18]=[CH:17][C:13]=1[C:14]([NH2:16])=[O:15])[CH2:2][CH2:3][CH2:4][CH2:5][CH2:6][CH2:7][CH2:8][CH2:9][CH3:10].[B-](F)(F)(F)F.[CH3:26][CH2:27][O+](CC)CC>C(Cl)Cl>[CH2:1]([O:11][C:12]1[CH:20]=[CH:19][CH:18]=[CH:17][C:13]=1[C:14](=[NH:16])[O:15][CH2:26][CH3:27])[CH2:2][CH2:3][CH2:4][CH2:5][CH2:6][CH2:7][CH2:8][CH2:9][CH3:10] |f:1.2|. Reported procedure: 2-Decyloxybenzamide (38.4 g.) was added to a solution of triethyloxonium borofluoride (30 g.) in anhydrous methylene chloride (90 ml.), and the mixture allowed to stand at room temperature overnight. The solution was concentrated to about 30 ml., diluted with anhydrous diethyl ether (150 ml.), and filtered to give ethyl 2-decyloxybenzimidate borofluoride (45.5 g.), m.p. 93°-96° C., pure enough for use in the next stage. An aliquot was recrystallised from a mixture of anhydrous methylene chloride...